Dataset: the Open Reaction Database (ORD), a public repository of structured organic reaction records. Task: describe an organic reaction: reactants, conditions, products, and yield Starting materials: COC1=C(C=CC=C1)C=1OCC(N1)(C)C (2-(2-methoxyphenyl)-4,4-dimethyl-2-oxazoline), COC1=C(C=CC=C1)[Mg]Br (2-Methoxyphenylmagnesium bromide), BrC1=C(C=CC=C1)OC (2-bromoanisole), [Mg] (magnesium). Run in C1CCOC1 (THF), C1CCOC1 (THF). Conditions: time 20 hour. Product: COC1=C(C=CC=C1)C1=C(C=CC=C1)C=1OCC(N1)(C)C (2-(2'-Methoxy-[1,1'-biphenyl]-2-yl)-4,4-dimethyl-2-oxazoline). The yield is 90.0%. As a reaction SMILES: [CH3:1][O:2][C:3]1[CH:8]=[CH:7][CH:6]=[CH:5][C:4]=1[Mg]Br.BrC1C=CC=CC=1OC.[Mg].CO[C:23]1[CH:28]=[CH:27][CH:26]=[CH:25][C:24]=1[C:29]1[O:30][CH2:31][C:32]([CH3:35])([CH3:34])[N:33]=1>C1COCC1>[CH3:1][O:2][C:3]1[CH:8]=[CH:7][CH:6]=[CH:5][C:4]=1[C:23]1[CH:28]=[CH:27][CH:26]=[CH:25][C:24]=1[C:29]1[O:30][CH2:31][C:32]([CH3:35])([CH3:34])[N:33]=1. Reported procedure: 2-Methoxyphenylmagnesium bromide, prepared from 2-bromoanisole (22.4 g, 120 mmol) and magnesium (2.9 g, 120 mmol), in dry THF (75 ml) was added dropwise to a stirred solution of 2-(2-methoxyphenyl)-4,4-dimethyl-2-oxazoline (20.4 g, 100 mmol) in dry THF (150 ml) under N2 at 20° C. Stirring of the solution was continued for 20 hours and then the reaction mixture was quenched by the addition of saturated ammonium chloride solution. The resulting mixture was extracted with ether (2×500 ml), dried ov... The reactants are [Cl-].O[NH3+] (hydroxylammonium chloride), C(O)([O-])=O.[Na+] (sodium hydrogen carbonate), CS(=O)C (dimethyl sulfoxide), OC(CO[C@H]1C[C@H](C1)N1C=2N(C(=C(C1=O)CC1=CC=C(C=C1)C=1C(=CC=CC1)C#N)CCC)N=CN2)(C)C (4′-({4-[cis-3-(2-hydroxy-2-methylpropoxy)cyclobutyl]-5-oxo-7-propyl-4,5-dihydro[1,2,4]triazolo[1,5-a]pyrimidin-6-yl}methyl)biphenyl-2-carbonitrile). The solvent is C(C)(=O)OCC (ethyl acetate). Conditions: temperature 40 celsius, time 30 minute. Product: OC(CO[C@H]1C[C@H](C1)N1C=2N(C(=C(C1=O)CC1=CC=C(C=C1)C1=C(C=CC=C1)C1=NOC(N1)=O)CCC)N=CN2)(C)C (4-[cis-3-(2-hydroxy-2-methylpropoxy)cyclobutyl]-6-{[2′-(5-oxo-4,5-dihydro-1,2,4-oxadiazol-3-yl)biphenyl-4-yl]methyl}-7-propyl[1,2,4]triazolo[1,5-a]pyrimidin-5(4H)-one). Isolated yield 41.2%. RXN SMILES: [Cl-].O[NH3+:3].[C:4](=[O:7])([O-])[OH:5].[Na+].CS(C)=O.[OH:13][C:14]([CH3:50])([CH3:49])[CH2:15][O:16][C@@H:17]1[CH2:20][C@H:19]([N:21]2[C:26](=[O:27])[C:25]([CH2:28][C:29]3[CH:34]=[CH:33][C:32]([C:35]4[C:36]([C:41]#[N:42])=[CH:37][CH:38]=[CH:39][CH:40]=4)=[CH:31][CH:30]=3)=[C:24]([CH2:43][CH2:44][CH3:45])[N:23]3[N:46]=[CH:47][N:48]=[C:22]23)[CH2:18]1>C(OCC)(=O)C>[OH:13][C:14]([CH3:49])([CH3:50])[CH2:15][O:16][C@@H:17]1[CH2:18][C@H:19]([N:21]2[C:26](=[O:27])[C:25]([CH2:28][C:29]3[CH:34]=[CH:33][C:32]([C:35]4[CH:40]=[CH:39][CH:38]=[CH:37][C:36]=4[C:41]4[NH:3][C:4](=[O:7])[O:5][N:42]=4)=[CH:31][CH:30]=3)=[C:24]([CH2:43][CH2:44][CH3:45])[N:23]3[N:46]=[CH:47][N:48]=[C:22]23)[CH2:20]1 |f:0.1,2.3|. Procedure details: A mixture of hydroxylammonium chloride (0.31 g), sodium hydrogen carbonate (0.51 g) and dimethyl sulfoxide (10 mL) was stirred at 40° C. for 30 min, 4′-({4-[cis-3-(2-hydroxy-2-methylpropoxy)cyclobutyl]-5-oxo-7-propyl-4,5-dihydro[1,2,4]triazolo[1,5-a]pyrimidin-6-yl}methyl)biphenyl-2-carbonitrile (0.15 g) was added, and the mixture was stirred at 90° C. for 16 hr. The reaction mixture was diluted with ethyl acetate, washed with water and then with saturated brine, and dried over anhydrous magnesiu... Starting materials: CCO, COC(=O)c1ccc(Cc2nc(-c3cccc(C(F)(F)F)c3)cs2)cc1, [Na+], [OH-]. Yields the product O=C(O)c1ccc(Cc2nc(-c3cccc(C(F)(F)F)c3)cs2)cc1. RXN SMILES: [CH3:29][CH2:30][OH:31].[F:1][C:2]([c:3]1[cH:4][c:5](-[c:9]2[n:10][c:11]([CH2:14][c:15]3[cH:16][cH:17][c:18]([C:19](=[O:20])[O:21][CH3:22])[cH:23][cH:24]3)[s:12][cH:13]2)[cH:6][cH:7][cH:8]1)([F:25])[F:26].[Na+:28].[OH-:27]>>[F:1][C:2]([c:3]1[cH:4][c:5](-[c:9]2[n:10][c:11]([CH2:14][c:15]3[cH:16][cH:17][c:18]([C:19](=[O:20])[OH:21])[cH:23][cH:24]3)[s:12][cH:13]2)[cH:6][cH:7][cH:8]1)([F:25])[F:26]. Solvent: CN(C=O)C (N,N-dimethylformamide). RXN SMILES: [CH:1]1([OH:8])[CH2:7][CH2:6][CH:5]=[CH:4][CH2:3][CH2:2]1.N1C=CN=C1.[C:14]([Si:18](Cl)([C:25]1[CH:30]=[CH:29][CH:28]=[CH:27][CH:26]=1)[C:19]1[CH:24]=[CH:23][CH:22]=[CH:21][CH:20]=1)([CH3:17])([CH3:16])[CH3:15]>CN(C)C=O>[C:14]([Si:18]([O:8][CH:1]1[CH2:7][CH2:6][CH:5]=[CH:4][CH2:3][CH2:2]1)([C:25]1[CH:30]=[CH:29][CH:28]=[CH:27][CH:26]=1)[C:19]1[CH:20]=[CH:21][CH:22]=[CH:23][CH:24]=1)([CH3:17])([CH3:15])[CH3:16]. Yields the product C(C)(C)(C)[Si](C1=CC=CC=C1)(C1=CC=CC=C1)OC1CCC=CCC1 (tert-butyl-(cyclohept-4-enyloxy)-diphenyl-silane). Reported procedure: A solution of the product of Example 8B (1.57 g, 14.05 mmoles), imidazole (1.43 g, 21.08 mmoles), and Tert-butyl-chlorodiphenylsilane (4.76 gm, 17.4 mmoles) in N,N-dimethylformamide (10 mL) was stirred for five hours at 23° C. The reaction was partitioned between ethyl acetate and water. The organic layer was washed with brine (25 mL), dried with MgSO4, filtered, and solvent evaporated in vacuo. The crude product was purified by flash column chromatography (hexanes:ethyl acetate 100:0 to 90:10) ... Reactants: C1(CCC=CCC1)O (Cyclohept-4-enol), N1C=NC=C1 (imidazole), C(C)(C)(C)[Si](C1=CC=CC=C1)(C1=CC=CC=C1)Cl (Tert-butyl-chlorodiphenylsilane). Starting materials: [NH4+].[OH-] (NH4OH), CO (MeOH), BrC=1N=C2C(=NC1)NC=C2C(C(C)(C)C)=O (1-(2-bromo-5H-pyrrolo[2,3-b]pyrazin-7-yl)-2,2-dimethyl-propan-1-one), Cl.N1(CCCCC1)CC=1C=C(C=CC1)B(O)O (3-(piperidin-1-ylmethyl)phenylboronic acid hydrochloride). Run in C(Cl)Cl (DCM). The product is CC(C(=O)C1=CNC2=NC=C(N=C21)C2=CC(=CC=C2)CN2CCCCC2)(C)C (2,2-Dimethyl-1-[2-(3-piperidin-1-ylmethyl-phenyl)-5H-pyrrolo[2,3-b]pyrazin-7-yl]-propan-1-one), pale brown solid. Isolated yield 36.0%. As a reaction SMILES: Br[C:2]1[N:3]=[C:4]2[C:10]([C:11](=[O:16])[C:12]([CH3:15])([CH3:14])[CH3:13])=[CH:9][NH:8][C:5]2=[N:6][CH:7]=1.Cl.[N:18]1([CH2:24][C:25]2[CH:26]=[C:27](B(O)O)[CH:28]=[CH:29][CH:30]=2)[CH2:23][CH2:22][CH2:21][CH2:20][CH2:19]1.[NH4+].[OH-].CO>C(Cl)Cl>[CH3:13][C:12]([CH3:15])([CH3:14])[C:11]([C:10]1[C:4]2[C:5](=[N:6][CH:7]=[C:2]([C:27]3[CH:28]=[CH:29][CH:30]=[C:25]([CH2:24][N:18]4[CH2:19][CH2:20][CH2:21][CH2:22][CH2:23]4)[CH:26]=3)[N:3]=2)[NH:8][CH:9]=1)=[O:16] |f:1.2,3.4|. Procedure: 2,2-Dimethyl-1-[2-(3-piperidin-1-ylmethyl-phenyl)-5H-pyrrolo[2,3-b]pyrazin-7-yl]-propan-1-one was prepared starting from 1-(2-bromo-5H-pyrrolo[2,3-b]pyrazin-7-yl)-2,2-dimethyl-propan-1-one and 3-(piperidin-1-ylmethyl)phenylboronic acid hydrochloride following general procedures as described in these Examples. Silica gel chromatography using 0-20% [5% NH4OH:MeOH]/DCM as eluant gave a brown solid which was washed with 1:2 Et2O/Hexanes to provide 70 mg (36%) of a pale brown solid. MP 176-177° C., M... Starting materials: NC[C@@H]1CC[C@H](CC1)NC1=NC=C(C(=C1)C1=NC(=CC=C1)F)Cl (N-(trans-4-(aminomethyl)cyclohexyl)-5′-chloro-6-fluoro-2,4′-bipyridin-2′-amine), TEA, FC=1C=C(C=CC1)CN ((3-fluorophenyl)methanamine). Run in CS(=O)C (DMSO), CS(=O)C (DMSO). Reaction conditions: temperature 105 celsius, time 40 hour. Yields the product NC[C@@H]1CC[C@H](CC1)NC1=NC=C(C(=C1)C1=NC(=CC=C1)NCC1=CC(=CC=C1)F)Cl (N2′-(trans-4-(aminomethyl)cyclohexyl)-5′-chloro-N6-(3-fluorobenzyl)-2,4′-bipyridine-2′,6-diamine). The yield is 56.6%. RXN SMILES: [NH2:1][CH2:2][C@H:3]1[CH2:8][CH2:7][C@H:6]([NH:9][C:10]2[CH:15]=[C:14]([C:16]3[CH:21]=[CH:20][CH:19]=[C:18](F)[N:17]=3)[C:13]([Cl:23])=[CH:12][N:11]=2)[CH2:5][CH2:4]1.[F:24][C:25]1[CH:26]=[C:27]([CH2:31][NH2:32])[CH:28]=[CH:29][CH:30]=1>CS(C)=O>[NH2:1][CH2:2][C@H:3]1[CH2:8][CH2:7][C@H:6]([NH:9][C:10]2[CH:15]=[C:14]([C:16]3[CH:21]=[CH:20][CH:19]=[C:18]([NH:32][CH2:31][C:27]4[CH:28]=[CH:29][CH:30]=[C:25]([F:24])[CH:26]=4)[N:17]=3)[C:13]([Cl:23])=[CH:12][N:11]=2)[CH2:5][CH2:4]1. Procedure details: A mixture of N-(trans-4-(aminomethyl)cyclohexyl)-5′-chloro-6-fluoro-2,4′-bipyridin-2′-amine (15 mg, 0.045 mmol), DMSO (0.35 ml), TEA (0.012 ml, 0.090 mmol) and (3-fluorophenyl)methanamine (50.5 mg, 0.403 mmol) reaction mixture was flushed with argon and then stirred at about 105° C. for about 40 hours. The excess (3-fluorophenyl)methanamine was removed under reduced pressure to yield a crude material, which was mixed with 0.5 ml DMSO, filtered, purified by prep LC, and then lyapholized to yield ... The reactants are C1=C(C=CC=2C3=CC=CC=C3CC12)C(C(=O)O)=O (fluorene-2-glyoxylic acid), [OH-].[K+] (potassium hydroxide). Product: C1=C(C=CC=2C3=CC=CC=C3CC12)CC(=O)O (fluorene-2-acetic acid). Procedure details: A suspension of fluorene-2-glyoxylic acid (33.7 g) in hydrazine hydrate (50 ml) is refluxed until solution is achieved, cooled and treated with potassium hydroxide (33.7 g) in portions. The mixture is then refluxed for 1 hour, and the excess hydrazine removed by distillation. The residue is dissolved in water and extracted with chloroform. The aqueous layer is acidified to pH 2.0 with 10% HCl and extracted with ether. The ether extracts are washed, dried (MgSO4) and evaporated to give the title ... Run in O.NN (hydrazine hydrate). As a reaction SMILES: [CH:1]1[C:13]2[CH2:12][C:11]3[C:6](=[CH:7][CH:8]=[CH:9][CH:10]=3)[C:5]=2[CH:4]=[CH:3][C:2]=1[C:14](=O)[C:15]([OH:17])=[O:16].[OH-].[K+]>O.NN>[CH:1]1[C:13]2[CH2:12][C:11]3[C:6](=[CH:7][CH:8]=[CH:9][CH:10]=3)[C:5]=2[CH:4]=[CH:3][C:2]=1[CH2:14][C:15]([OH:17])=[O:16] |f:1.2,3.4|. Yield: 93.6%. Starting materials: ClP(C1=CC=CC=C1)C1=CC=CC=C1 (chlorodiphenylphosphine), [OH-].[K+] (potassium hydroxide), O (water), FC1=CC=C(C=C1)C1=NC(=NC(=C1CO)C(C)C)N(S(=O)(=O)C)C ([4-(4-fluorophenyl)-6-isopropyl-2-(N-methyl-N-methylsulfonylamino)pyrimidin-5-yl]methanol). The reagents and catalysts are [Cl-].C(CCC)[N+](CCCC)(CCCC)CCCC (tetrabutylammonium chloride). The solvent is C1(=CC=CC=C1)C (toluene), C1(=CC=CC=C1)C (toluene). Reaction conditions: temperature 111 celsius, time 2 hour. Yields the product C1(=CC=CC=C1)P(=O)(C1=CC=CC=C1)CC=1C(=NC(=NC1C(C)C)N(S(=O)(=O)C)C)C1=CC=C(C=C1)F (N-[5-(diphenylphosphinoylmethyl)-4-(4-fluorophenyl)-6-isopropylpyrimidin-2-yl]-N-methylmethanesulfonamide). Reaction SMILES: [F:1][C:2]1[CH:7]=[CH:6][C:5]([C:8]2[C:13]([CH2:14]O)=[C:12]([CH:16]([CH3:18])[CH3:17])[N:11]=[C:10]([N:19]([CH3:24])[S:20]([CH3:23])(=[O:22])=[O:21])[N:9]=2)=[CH:4][CH:3]=1.Cl[P:26]([C:33]1[CH:38]=[CH:37][CH:36]=[CH:35][CH:34]=1)[C:27]1[CH:32]=[CH:31][CH:30]=[CH:29][CH:28]=1.[OH-:39].[K+].O>C1(C)C=CC=CC=1.[Cl-].C([N+](CCCC)(CCCC)CCCC)CCC>[C:27]1([P:26]([CH2:14][C:13]2[C:8]([C:5]3[CH:6]=[CH:7][C:2]([F:1])=[CH:3][CH:4]=3)=[N:9][C:10]([N:19]([CH3:24])[S:20]([CH3:23])(=[O:22])=[O:21])=[N:11][C:12]=2[CH:16]([CH3:18])[CH3:17])([C:33]2[CH:38]=[CH:37][CH:36]=[CH:35][CH:34]=2)=[O:39])[CH:32]=[CH:31][CH:30]=[CH:29][CH:28]=1 |f:2.3,6.7|. Procedure: 2.03 g (5.69 mmol) of [4-(4-fluorophenyl)-6-isopropyl-2-(N-methyl-N-methylsulfonylamino)pyrimidin-5-yl]methanol was initially charged in 13 g of toluene and, with ice-bath cooling, admixed with 1.67 g (7.51 mmol) of chlorodiphenylphosphine in 2 g of toluene. The mixture was heated at 111° C. for 2.5 h. After cooling to room temperature, 1.08 g (8.66 mmol) of a 45 percent strength potassium hydroxide solution and 175 mg (0.574 mmol) of tetrabutylammonium chloride was added, and the mixture was st... The reactants are COC=1C=C(CC2NCCC3=C(C=CC(=C23)OC)OC)C=CC1OC (1-(3,4-Dimethoxy-benzyl)-5,8-dimethoxy-1,2,3,4,-tetrahydroisoquinoline), BrCC(=O)Br (2-bromoacetyl bromide), C(C1=CC=CC=C1)N (benzylamine). Yields the product COC=1C=C(CC2N(CCC3=C(C=CC(=C23)OC)OC)CC(=O)NCC2=CC=CC=C2)C=CC1OC (2-[1-(3,4-Dimethoxy-benzyl)-5,8-dimethoxy-3,4-dihydro-1H-isoquinolin-2-yl]-N-benzyl-acetamide). As a reaction SMILES: [CH3:1][O:2][C:3]1[CH:4]=[C:5]([CH:21]=[CH:22][C:23]=1[O:24][CH3:25])[CH2:6][CH:7]1[C:16]2[C:11](=[C:12]([O:19][CH3:20])[CH:13]=[CH:14][C:15]=2[O:17][CH3:18])[CH2:10][CH2:9][NH:8]1.Br[CH2:27][C:28](Br)=[O:29].[CH2:31]([NH2:38])[C:32]1[CH:37]=[CH:36][CH:35]=[CH:34][CH:33]=1>>[CH3:1][O:2][C:3]1[CH:4]=[C:5]([CH:21]=[CH:22][C:23]=1[O:24][CH3:25])[CH2:6][CH:7]1[C:16]2[C:11](=[C:12]([O:19][CH3:20])[CH:13]=[CH:14][C:15]=2[O:17][CH3:18])[CH2:10][CH2:9][N:8]1[CH2:27][C:28]([NH:38][CH2:31][C:32]1[CH:37]=[CH:36][CH:35]=[CH:34][CH:33]=1)=[O:29]. Procedure details: prepared by reaction of 1-(3,4-Dimethoxy-benzyl)-5,8-dimethoxy-1,2,3,4,-tetrahydroisoquinoline and 2-bromoacetyl bromide with benzylamine